This data is from the Open Reaction Database (ORD), a public repository of structured organic reaction records. The task is: describe an organic reaction: reactants, conditions, products, and yield Starting materials: C1CCOC1, CCOC(C)=O, COC(=O)C1CCOC1, C[Si](C)(C)[N-][Si](C)(C)C, [Li+]. Yields the product CCOC(=O)CC(=O)C1CCOC1. Reaction SMILES: [CH2:26]1[O:27][CH2:28][CH2:29][CH2:30]1.[CH3:11][CH2:12][O:13][C:14]([CH3:15])=[O:16].[CH3:17][O:18][C:19](=[O:20])[CH:21]1[CH2:22][O:23][CH2:24][CH2:25]1.[CH3:1][Si:2]([N-:3][Si:4]([CH3:5])([CH3:6])[CH3:7])([CH3:8])[CH3:9].[Li+:10]>>[CH3:11][CH2:12][O:13][C:14]([CH2:15][C:19](=[O:18])[CH:21]1[CH2:22][O:23][CH2:24][CH2:25]1)=[O:16]. The product is NCC#Cc1ccc2ncnc(Nc3ccc(OCc4cccc(F)c4)c(Cl)c3)c2c1. As a reaction SMILES: [C:1]([O:2][C:3](=[O:4])[NH:7][CH2:8][C:9]#[C:10][c:11]1[cH:12][c:13]2[c:14]([NH:21][c:22]3[cH:23][c:24]([Cl:37])[c:25]([O:28][CH2:29][c:30]4[cH:31][c:32]([F:36])[cH:33][cH:34][cH:35]4)[cH:26][cH:27]3)[n:15][cH:16][n:17][c:18]2[cH:19][cH:20]1)([CH3:5])([CH3:6])[CH3:38].[C:49](=[O:50])([OH:51])[O-:52].[Cl:46][CH2:47][Cl:48].[Na+:53].[OH:39][C:40]([C:41]([F:42])([F:43])[F:44])=[O:45]>>[NH2:7][CH2:8][C:9]#[C:10][c:11]1[cH:12][c:13]2[c:14]([NH:21][c:22]3[cH:23][c:24]([Cl:37])[c:25]([O:28][CH2:29][c:30]4[cH:31][c:32]([F:36])[cH:33][cH:34][cH:35]4)[cH:26][cH:27]3)[n:15][cH:16][n:17][c:18]2[cH:19][cH:20]1. Starting materials: CC(C)(C)OC(=O)NCC#Cc1ccc2ncnc(Nc3ccc(OCc4cccc(F)c4)c(Cl)c3)c2c1, O=C([O-])O, ClCCl, [Na+], O=C(O)C(F)(F)F. The reactants are S(=O)(=O)(Cl)Cl (sulfuryl chloride), ClC1=CC=C(C=C1)C1=NN(C(=C1)OC(F)F)C (3-(4-chlorophenyl)-5-difluoromethoxy-1-methyl-1H-pyrazole). Solvent: C(Cl)(Cl)(Cl)Cl (carbon tetrachloride), C(Cl)(Cl)(Cl)Cl (carbon tetrachloride). Conditions: temperature 20 celsius, time 2 hour. The product is ClC=1C(=NN(C1OC(F)F)C)C1=CC=C(C=C1)Cl (4-Chloro-3-(4-chlorophenyl)-5-difluoromethyoxy-1-methyl-1H-pyrazole). As a reaction SMILES: S(Cl)([Cl:4])(=O)=O.[Cl:6][C:7]1[CH:12]=[CH:11][C:10]([C:13]2[CH:17]=[C:16]([O:18][CH:19]([F:21])[F:20])[N:15]([CH3:22])[N:14]=2)=[CH:9][CH:8]=1>C(Cl)(Cl)(Cl)Cl>[Cl:4][C:17]1[C:13]([C:10]2[CH:9]=[CH:8][C:7]([Cl:6])=[CH:12][CH:11]=2)=[N:14][N:15]([CH3:22])[C:16]=1[O:18][CH:19]([F:21])[F:20]. Reported procedure: 74.0 g (0.549 mol) of sulfuryl chloride dissolved in 200 ml of carbon tetrachloride were added slowly dropwise to a solution of 128.9 g (0.5 mol) of 3-(4-chlorophenyl)-5-difluoromethoxy-1-methyl-1H-pyrazole in 500 ml of carbon tetrachloride, the ensuing reaction being exothermic with evolution of gas. After the end of the reaction the mixture was stirred at about 20° C. for a further 2 h. The reaction solution was then washed with about 300 ml each of water, saturated sodium hydrogen carbonate s... Reactants: C(C1=CC=CC=C1)N1C(CN(CC1)CC1=CC=CC=C1)CCl (1,4-bisbenzyl-2-(chloromethyl)piperazine), CNC (dimethylamine). The solvent is C(C)O (ethanol). Conditions: temperature 150 celsius. Yields the product C(C1=CC=CC=C1)N1C(CN(CC1)CC1=CC=CC=C1)CN(C)C ({[1,4-bisbenzylpiperazin-2-yl]methyl}dimethylamine). Reaction SMILES: [CH2:1]([N:8]1[CH2:13][CH2:12][N:11]([CH2:14][C:15]2[CH:20]=[CH:19][CH:18]=[CH:17][CH:16]=2)[CH2:10][CH:9]1[CH2:21]Cl)[C:2]1[CH:7]=[CH:6][CH:5]=[CH:4][CH:3]=1.[CH3:23][NH:24][CH3:25]>C(O)C>[CH2:1]([N:8]1[CH2:13][CH2:12][N:11]([CH2:14][C:15]2[CH:20]=[CH:19][CH:18]=[CH:17][CH:16]=2)[CH2:10][CH:9]1[CH2:21][N:24]([CH3:25])[CH3:23])[C:2]1[CH:7]=[CH:6][CH:5]=[CH:4][CH:3]=1. Procedure: A mixture of 1,4-bisbenzyl-2-(chloromethyl)piperazine (1 equivalent) and dimethylamine (5 equivalents) in ethanol, was heated at 150° C. for 36 hours in a sealed high pressure vessel. The reaction mixture was cooled to room temperature and concentrated under reduced pressure. The residue was taken up in 1 N HCl, and the solution was washed with CH2Cl2. The water phase was made basic with a 30% aqueous NaOH solution (pH=12) and extracted with CH2Cl2. The organic extracts were collected and dried ... Reactants: CC(C)(C)[O-], CN(C)C=O, Cl, O=C(O)c1ccc(F)c(C(F)(F)F)c1, [K+], O, OCc1ccccc1. Yields the product O=C(O)c1ccc(OCc2ccccc2)c(C(F)(F)F)c1. Reaction SMILES: [CH3:1][C:2]([CH3:3])([O-:4])[CH3:5].[CH3:30][N:31]([CH3:32])[CH:33]=[O:34].[ClH:29].[F:15][c:16]1[c:17]([C:25]([F:26])([F:27])[F:28])[cH:18][c:19]([C:20](=[O:21])[OH:22])[cH:23][cH:24]1.[K+:6].[OH2:35].[OH:7][CH2:8][c:9]1[cH:10][cH:11][cH:12][cH:13][cH:14]1>>[O:7]([CH2:8][c:9]1[cH:10][cH:11][cH:12][cH:13][cH:14]1)[c:16]1[c:17]([C:25]([F:26])([F:27])[F:28])[cH:18][c:19]([C:20](=[O:21])[OH:22])[cH:23][cH:24]1. The reactants are C(C(C)C)N([C@@H](CCCCNC(=O)OCC1C2=CC=CC=C2C=2C=CC=CC12)C(=O)O)S(=O)(=O)C1=CC=C(C=C1)[N+](=O)[O-] (Nα-isobutyl-Nα-(4-nitrobenzenesulfonyl)-Nε-(9-fluorenylmethoxycarbonyl)-L-lysine), C(C)(=O)NC1=CC=C(C=C1)S(=O)(=O)N[C@@H](CC1=CC=CC=C1)C(=O)O (Nα-(4-acetamidobenzenesulfonyl)-L-phenylalanine). The product is CC(C)CN([C@@H](CCCCNC(=O)[C@H](CC1=CC=CC=C1)NS(=O)(=O)C2=CC=C(C=C2)NC(=O)C)C(=O)O)S(=O)(=O)C3=CC=C(C=C3)[N+](=O)[O-] (Nα-isobutyl-Nα-(4-nitrobenzenesulfonyl)-Nε-[N′α-(4-acetamidobenzenesulfonyl)-L-phenylalanyl]-L-lysine), desired material. Yield: 60.0%. Reaction SMILES: [CH2:1]([N:5]([S:32]([C:35]1[CH:40]=[CH:39][C:38]([N+:41]([O-:43])=[O:42])=[CH:37][CH:36]=1)(=[O:34])=[O:33])[C@H:6]([C:29]([OH:31])=[O:30])[CH2:7][CH2:8][CH2:9][CH2:10][NH:11][C:12](OCC1C2C=CC=CC=2C2C1=CC=CC=2)=[O:13])[CH:2]([CH3:4])[CH3:3].[C:44]([NH:47][C:48]1[CH:53]=[CH:52][C:51]([S:54]([NH:57][C@H:58](C(O)=O)[CH2:59][C:60]2[CH:65]=[CH:64][CH:63]=[CH:62][CH:61]=2)(=[O:56])=[O:55])=[CH:50][CH:49]=1)(=[O:46])[CH3:45]>>[CH3:3][CH:2]([CH2:1][N:5]([S:32]([C:35]1[CH:36]=[CH:37][C:38]([N+:41]([O-:43])=[O:42])=[CH:39][CH:40]=1)(=[O:33])=[O:34])[C@H:6]([C:29]([OH:31])=[O:30])[CH2:7][CH2:8][CH2:9][CH2:10][NH:11][C:12]([C@@H:58]([NH:57][S:54]([C:51]1[CH:50]=[CH:49][C:48]([NH:47][C:44]([CH3:45])=[O:46])=[CH:53][CH:52]=1)(=[O:56])=[O:55])[CH2:59][C:60]1[CH:65]=[CH:64][CH:63]=[CH:62][CH:61]=1)=[O:13])[CH3:4]. Procedure: The title compound was prepared from solid phase bound Nα-isobutyl-Nα-(4-nitrobenzenesulfonyl)-Nε-(9-fluorenylmethoxycarbonyl)-L-lysine (step A) as described in general procedure Bb using Nα-(4-acetamidobenzenesulfonyl)-L-phenylalanine (400 mg, 1.2 mmol) which was prepared in step A of example 3. The final product was purified by preparative HPLC to yield 55 mg (60%) of the desired material. Starting materials: C=CCC(OC1C(COCc2ccccc2)OC(n2cc(C)c(=O)[nH]c2=O)C1O)c1ccccc1, CS(=O)(=O)Cl, O, c1ccncc1. Product: C=CCC(OC1C(COCc2ccccc2)OC(n2cc(C)c(=O)[nH]c2=O)C1OS(C)(=O)=O)c1ccccc1. As a reaction SMILES: [CH2:1]([CH:2]=[CH2:3])[CH:4]([c:5]1[cH:6][cH:7][cH:8][cH:9][cH:10]1)[O:11][CH:12]1[CH:13]([OH:35])[CH:14]([n:26]2[c:27](=[O:28])[nH:29][c:30](=[O:31])[c:32]([CH3:33])[cH:34]2)[O:15][CH:16]1[CH2:17][O:18][CH2:19][c:20]1[cH:21][cH:22][cH:23][cH:24][cH:25]1.[CH3:36][S:37]([Cl:38])(=[O:39])=[O:40].[OH2:41].[cH:42]1[cH:43][cH:44][n:45][cH:46][cH:47]1>>[CH2:1]([CH:2]=[CH2:3])[CH:4]([c:5]1[cH:6][cH:7][cH:8][cH:9][cH:10]1)[O:11][CH:12]1[CH:13]([O:35][S:37]([CH3:36])(=[O:39])=[O:40])[CH:14]([n:26]2[c:27](=[O:28])[nH:29][c:30](=[O:31])[c:32]([CH3:33])[cH:34]2)[O:15][CH:16]1[CH2:17][O:18][CH2:19][c:20]1[cH:21][cH:22][cH:23][cH:24][cH:25]1. The reactants are CCOP(=O)(CCNCC(C)=CCc1c(OC)c(C)c2c(c1OCC[Si](C)(C)C)C(=O)OC2)OCC, CC(=O)OC(C)=O, CC(=O)O. Yields the product CCOP(=O)(CCN(CC(C)=CCc1c(OC)c(C)c2c(c1OCC[Si](C)(C)C)C(=O)OC2)C(C)=O)OCC. As a reaction SMILES: [CH2:1]([CH3:2])[O:3][P:4]([O:5][CH2:6][CH3:7])(=[O:8])[CH2:9][CH2:10][NH:11][CH2:12][C:13](=[CH:14][CH2:15][c:16]1[c:17]([O:29][CH2:30][CH2:31][Si:32]([CH3:33])([CH3:34])[CH3:35])[c:18]2[c:22]([c:23]([CH3:27])[c:24]1[O:25][CH3:26])[CH2:21][O:20][C:19]2=[O:28])[CH3:36].[CH3:37][C:38](=[O:39])[O:40][C:41](=[O:42])[CH3:43].[CH3:44][C:45](=[O:46])[OH:47]>>[CH2:1]([CH3:2])[O:3][P:4]([O:5][CH2:6][CH3:7])(=[O:8])[CH2:9][CH2:10][N:11]([CH2:12][C:13](=[CH:14][CH2:15][c:16]1[c:17]([O:29][CH2:30][CH2:31][Si:32]([CH3:33])([CH3:34])[CH3:35])[c:18]2[c:22]([c:23]([CH3:27])[c:24]1[O:25][CH3:26])[CH2:21][O:20][C:19]2=[O:28])[CH3:36])[C:38]([CH3:37])=[O:39]. Starting materials: Cl (HCl), C1(=CC=CC=C1)NC=1OC=C(N1)C(=O)OCC (ethyl 2-(phenylamino)oxazole-4-carboxylate), [OH-].[Li+] (lithiumhydroxide), O (water). Run in C1CCOC1 (THF). Reaction conditions: time 4 hour. Yields the product C1(=CC=CC=C1)NC=1OC=C(N1)C(=O)O (2-(Phenylamino)oxazole-4-carboxylic acid). As a reaction SMILES: [C:1]1([NH:7][C:8]2[O:9][CH:10]=[C:11]([C:13]([O:15]CC)=[O:14])[N:12]=2)[CH:6]=[CH:5][CH:4]=[CH:3][CH:2]=1.[OH-].[Li+].O.Cl>C1COCC1>[C:1]1([NH:7][C:8]2[O:9][CH:10]=[C:11]([C:13]([OH:15])=[O:14])[N:12]=2)[CH:2]=[CH:3][CH:4]=[CH:5][CH:6]=1 |f:1.2|. Procedure details: A mixture of ethyl 2-(phenylamino)oxazole-4-carboxylate (1.64 g, 6.94 mmol) and lithiumhydroxide (332 mg, 13.88 mmol) in THF (23 ml)/water (11.5 ml) was stirred at rt for 4 hours. The reaction mixture was acidified with 2 N HCl and extracted with EA (2 x). The combined organic phases were dried over Na2SO4, filtered and evaporated under reduced pressure to afford the title product. HPLC/MS (Method G): RtG=1.41 min, MS (Method D) [M+H]+=204.9.